This data is from the Open Reaction Database (ORD), a public repository of structured organic reaction records. The task is: describe an organic reaction: reactants, conditions, products, and yield The reactants are Acid-xx, Acid-xx, COC(=O)C1=NC=C(C=C1Cl)Br (5-bromo-3-chloro-pyridine-2-carboxylic acid methyl ester), C(C#C)OC1OCCCC1 (2-prop-2-ynyloxy-tetrahydro-pyran). Yields the product ClC=1C(=NC=C(C1)C#CCOC1OCCCC1)C(=O)O (3-Chloro-5-[3-(tetrahydro-pyran-2-yloxy)-prop-1-ynyl)-pyridine-2-carboxylic acid). RXN SMILES: C[O:2][C:3]([C:5]1[C:10]([Cl:11])=[CH:9][C:8](Br)=[CH:7][N:6]=1)=[O:4].[CH2:13]([O:16][CH:17]1[CH2:22][CH2:21][CH2:20][CH2:19][O:18]1)[C:14]#[CH:15]>>[Cl:11][C:10]1[C:5]([C:3]([OH:2])=[O:4])=[N:6][CH:7]=[C:8]([C:15]#[C:14][CH2:13][O:16][CH:17]2[CH2:22][CH2:21][CH2:20][CH2:19][O:18]2)[CH:9]=1. Procedure: The title compound was prepared by an analogous procedure to Acid-xx using 5-bromo-3-chloro-pyridine-2-carboxylic acid methyl ester instead of 3-amino-5-bromo-pyridine-2-carboxylic acid methyl ester and 2-prop-2-ynyloxy-tetrahydro-pyran instead of 3-methoxy-propyne [Acid-xx step a)]. Starting materials: C(C)C1=C(C=CC=C1)C(C(C(=O)O)=NO)=O.N(O)=C1C(C(=O)CC(=O)OCC)C=CC=C1 (ethyl 2-oximinobenzoylacetate (ethyl 2-oximino-3-oxo-3-phenylpropionate)), C(C)(=O)OC(C)=O (acetic anhydride), N#N (N2), [H][H] (hydrogen). The reagents and catalysts are [Pd] (Pd/C). Run in C(C)(=O)O (acetic acid). Conditions: time 4 hour. Product: C(C)(=O)NC(C(=O)OCC)C(C1=CC=CC=C1)=O (Ethyl 2-acetamido-3-oxo-3-phenylpropionate). The yield is 209.2%. Reaction SMILES: C([C:3]1[CH:8]=[CH:7][CH:6]=[CH:5][C:4]=1[C:9](=[O:16])[C:10](=[N:14]O)[C:11]([OH:13])=[O:12])C.N(=C1C=CC=C[CH:20]1[C:21](CC(OCC)=O)=[O:22])O.[C:33](OC(=O)C)(=O)[CH3:34].[H][H].N#N>[Pd].C(O)(=O)C>[C:21]([NH:14][CH:10]([C:9](=[O:16])[C:4]1[CH:3]=[CH:8][CH:7]=[CH:6][CH:5]=1)[C:11]([O:13][CH2:33][CH3:34])=[O:12])(=[O:22])[CH3:20] |f:0.1|. Reported procedure: With stirring, a mixture of 221 g of ethyl 2-oximinobenzoylacetate (ethyl 2-oximino-3-oxo-3-phenylpropionate), 500 g of acetic anhydride, 50 g of glacial acetic acid and 20 g of a Pd/C catalyst (EF 101 R/W 51% H2O, sold by Degussa) is hydrogenated under normal pressure at 60° C. over 4 hours. The hydrogen uptake is 40 l. Afterwards the reactor is made inert with N2, flushed with nitrogen and the catalyst is removed by filtration. The filtrate is subsequently concentrated under reduced pressure o... Reactants: Cc1cc(C#N)c(=O)[nH]c1C, Cl, O. Product: Cc1ccc(=O)[nH]c1C. Reaction SMILES: [C:1](#[N:2])[c:3]1[c:4](=[O:11])[nH:5][c:6]([CH3:10])[c:7]([CH3:9])[cH:8]1.[ClH:12].[OH2:13]>>[cH:3]1[c:4](=[O:11])[nH:5][c:6]([CH3:10])[c:7]([CH3:9])[cH:8]1. Starting materials: C(C1=CC=CC=C1)(=O)OC[C@H]1CC2OC2C[C@@H]1COC(C1=CC=CC=C1)=O ((3S,4S)-3,4-bis(benzoyloxymethyl)-7-oxabicyclo[4.1.0]-heptane), P(=O)([O-])([O-])[O-] (phosphate), [H-].[Li+] (lithium hydride), NC1=NC(=C2NC=NC2=N1)OCCOC (2-amino-6-(2-methoxyethoxy)-purine). Run in CN(C)C=O (DMF). Run at time 1 hour. Yields the product 2-amino-9-[1R,2R,4S,5S)-4,5-bis(benzoyloxymethyl)-2-hydroxycyclohexyl, COCCOC1=C2NC=NC2=NC=N1 (6-(2-methoxyethoxy)-purine). Isolated yield 97.5%. As a reaction SMILES: [H-].[Li+].N[C:4]1[N:12]=[C:11]2[C:7]([NH:8][CH:9]=[N:10]2)=[C:6]([O:13][CH2:14][CH2:15][O:16][CH3:17])[N:5]=1.C(OC[C@@H]1[C@@H](COC(=O)C2C=CC=CC=2)CC2C(O2)C1)(=O)C1C=CC=CC=1.P([O-])([O-])([O-])=O>CN(C=O)C>[CH3:17][O:16][CH2:15][CH2:14][O:13][C:6]1[N:5]=[CH:4][N:12]=[C:11]2[C:7]=1[NH:8][CH:9]=[N:10]2 |f:0.1|. Procedure details: In an atmosphere of argon gas, lithium hydride (4.8 mg, 0.6 mmole) was added to a suspension of 2-amino-6-(2-methoxyethoxy)-purine (354.4 mg, 1.69 mmoles) in anhydrous DMF (15 ml). After stirring the mixture at room temperature for one hour, (3S,4S)-3,4-bis(benzoyloxymethyl)-7-oxabicyclo[4.1.0]-heptane (310.4 mg, 0.85 mmole) was added, and the reaction was further continued at 140° C. for 1.5 hours. Then, while cooling the reaction mixture, 0.2M phosphate buffer solution (pH 7.0) was added there... Starting materials: [Cl-].[NH4+] (ammonium chloride), ClC1=CC=C2C=C(NC2=C1)C1=CC=C(C=C1)F (6-chloro-2-(4-fluorophenyl)-1H-indole), COC1=C(C=CC=C1)N1CCN(CC1)C(C=C)=O (4-(2-methoxyphenyl)-1-(1-oxo-2-propenyl)piperazine), C([O-])([O-])=O.[K+].[K+] (potassium carbonate). The solvent is O (water), CN(C=O)C (dimethylformamide). Conditions: temperature 100 celsius, time 48 hour. Product: ClC1=CC=C2C=C(N(C2=C1)CCC(=O)N1CCN(CC1)C1=C(C=CC=C1)OC)C1=CC=C(C=C1)F (1-{3-[6-Chloro-2-(4-fluorophenyl)-1H-indol-1-yl]-1-oxopropyl}-4-(2-methoxyphenyl)piperazine). Reaction SMILES: [Cl:1][C:2]1[CH:10]=[C:9]2[C:5]([CH:6]=[C:7]([C:11]3[CH:16]=[CH:15][C:14]([F:17])=[CH:13][CH:12]=3)[NH:8]2)=[CH:4][CH:3]=1.[CH3:18][O:19][C:20]1[CH:25]=[CH:24][CH:23]=[CH:22][C:21]=1[N:26]1[CH2:31][CH2:30][N:29]([C:32](=[O:35])[CH:33]=[CH2:34])[CH2:28][CH2:27]1.C(=O)([O-])[O-].[K+].[K+].[Cl-].[NH4+]>CN(C)C=O.O>[Cl:1][C:2]1[CH:10]=[C:9]2[C:5]([CH:6]=[C:7]([C:11]3[CH:16]=[CH:15][C:14]([F:17])=[CH:13][CH:12]=3)[N:8]2[CH2:34][CH2:33][C:32]([N:29]2[CH2:30][CH2:31][N:26]([C:21]3[CH:22]=[CH:23][CH:24]=[CH:25][C:20]=3[O:19][CH3:18])[CH2:27][CH2:28]2)=[O:35])=[CH:4][CH:3]=1 |f:2.3.4,5.6|. Procedure: A mixture of 6-chloro-2-(4-fluorophenyl)-1H-indole (Description 26, 348 mg, 1.4 mmol), 4-(2-methoxyphenyl)-1-(1-oxo-2-propenyl)piperazine (Description 25, 400 mg, 1.6 mmol) and potassium carbonate (1.5 g, 10.8 mmol) in dimethylformamide was stirred at 100° C. for 48 h. The mixture was cooled and aqueous ammonium chloride (saturated, 10 mL) and water (30 mL) were added. The mixture was extracted with ethyl acetate and the combined organic fractions were dried (MgSO4) and the solvent was evaporate... Starting materials: C(CCC)[Sn](C=1N=CN(C1)C1=NC(=CC(=C1)C(F)(F)F)C1=CC=C(C=C1)C(F)(F)F)(CCCC)CCCC (2-(4-tributylstannanyl-imidazol-1-yl)-4-trifluoromethyl-6-(4-trifluoromethyl-phenyl)-pyridine), C(C)(C)(C)NS(=O)(=O)C1=C(N=C(S1)Cl)C (2-chloro-4-methyl-thiazole-5-sulfonic acid tert-butylamide), CCCCCCC (heptane). The reagents and catalysts are C=1C=CC(=CC1)[P](C=2C=CC=CC2)(C=3C=CC=CC3)[Pd]([P](C=4C=CC=CC4)(C=5C=CC=CC5)C=6C=CC=CC6)([P](C=7C=CC=CC7)(C=8C=CC=CC8)C=9C=CC=CC9)[P](C=1C=CC=CC1)(C=1C=CC=CC1)C=1C=CC=CC1 (tetrakis(triphenylphosphine)palladium). The solvent is C1(=CC=CC=C1)C (toluene), C1(=CC=CC=C1)C (toluene). Yields the product C(C)(C)(C)NS(=O)(=O)C1=C(N=C(S1)C=1N=CN(C1)C1=NC(=CC(=C1)C(F)(F)F)C1=CC=C(C=C1)C(F)(F)F)C (4-Methyl-2-{1-[4-trifluoromethyl-6-(4-trifluoromethyl-phenyl)-pyridin-2-yl]-1H-imidazol-4-yl}-thiazole-5-sulfonic acid tert-butylamide). Isolated yield 65.1%. As a reaction SMILES: C([Sn](CCCC)(CCCC)[C:6]1[N:7]=[CH:8][N:9]([C:11]2[CH:16]=[C:15]([C:17]([F:20])([F:19])[F:18])[CH:14]=[C:13]([C:21]3[CH:26]=[CH:25][C:24]([C:27]([F:30])([F:29])[F:28])=[CH:23][CH:22]=3)[N:12]=2)[CH:10]=1)CCC.[C:39]([NH:43][S:44]([C:47]1[S:51][C:50](Cl)=[N:49][C:48]=1[CH3:53])(=[O:46])=[O:45])([CH3:42])([CH3:41])[CH3:40].CCCCCCC>C1(C)C=CC=CC=1.C1C=CC([P]([Pd]([P](C2C=CC=CC=2)(C2C=CC=CC=2)C2C=CC=CC=2)([P](C2C=CC=CC=2)(C2C=CC=CC=2)C2C=CC=CC=2)[P](C2C=CC=CC=2)(C2C=CC=CC=2)C2C=CC=CC=2)(C2C=CC=CC=2)C2C=CC=CC=2)=CC=1>[C:39]([NH:43][S:44]([C:47]1[S:51][C:50]([C:6]2[N:7]=[CH:8][N:9]([C:11]3[CH:16]=[C:15]([C:17]([F:20])([F:19])[F:18])[CH:14]=[C:13]([C:21]4[CH:22]=[CH:23][C:24]([C:27]([F:29])([F:30])[F:28])=[CH:25][CH:26]=4)[N:12]=3)[CH:10]=2)=[N:49][C:48]=1[CH3:53])(=[O:46])=[O:45])([CH3:42])([CH3:41])[CH3:40] |^1:71,73,92,111|. Reported procedure: A stirred mixture of 2-(4-tributylstannanyl-imidazol-1-yl)-4-trifluoromethyl-6-(4-trifluoromethyl-phenyl)-pyridine (Example G.11) (0.718 g, 1.0 mmol), 2-chloro-4-methyl-thiazole-5-sulfonic acid tert-butylamide (Example H.5) (0.295 g, 1.1 mmol), tetrakis(triphenylphosphine)palladium (0.058 g, 0.044 mmol) in toluene (5 mL) was heated under reflux conditions for 18 h. Cooled to rt, some precipitate occurred, diluted with toluene (˜5 mL), added heptane, filtered the precipitate off, washed with tolu... Starting materials: NCCCCCCCCCCCCCCCCCCCCCC(=O)O (22-aminodocosanoic acid), C1(\C=C/C(=O)O1)=O (maleic anhydride). The solvent is C(C)O (ethanol), [OH-].[Na+] (sodium hydroxide). Conditions: temperature 40 celsius, time 30 minute. The product is C(=O)(O)CCCCCCCCCCCCCCCCCCCCCNC(\C=C/C(=O)O)=O (N-(21-caboxyheneicosyl)maleamic acid). The yield is 105.9%. RXN SMILES: [NH2:1][CH2:2][CH2:3][CH2:4][CH2:5][CH2:6][CH2:7][CH2:8][CH2:9][CH2:10][CH2:11][CH2:12][CH2:13][CH2:14][CH2:15][CH2:16][CH2:17][CH2:18][CH2:19][CH2:20][CH2:21][CH2:22][C:23]([OH:25])=[O:24].[C:26]1(=[O:32])[O:31][C:29](=[O:30])[CH:28]=[CH:27]1>C(O)C.[OH-].[Na+]>[C:23]([CH2:22][CH2:21][CH2:20][CH2:19][CH2:18][CH2:17][CH2:16][CH2:15][CH2:14][CH2:13][CH2:12][CH2:11][CH2:10][CH2:9][CH2:8][CH2:7][CH2:6][CH2:5][CH2:4][CH2:3][CH2:2][NH:1][C:26](=[O:32])/[CH:27]=[CH:28]\[C:29]([OH:31])=[O:30])([OH:25])=[O:24] |f:3.4|. Procedure details: In a mixture of 100 ml of ethanol and 50 ml of 1N aqueous sodium hydroxide solution, 22-aminodocosanoic acid (400 mg, 1.12 mmoles) was dissolved at 40° C. To the obtained solution, the temperature being maintained at 40° C., maleic anhydride (4.39 g, 44.8 mmoles) was gradually added over a period of 5 hours. The reaction mixture was kept at a pH of 8-10 during the addition, and the mixture was stirred for additional 30 minutes and then treated in the same manner as in Reference Example 4, to giv... The reactants are COC(=O)Cc1ccc(C#N)cc1, CCO, [Na+], [OH-], O. Yields the product N#Cc1ccc(CC(=O)O)cc1. Reaction SMILES: [C:1](#[N:2])[c:3]1[cH:4][cH:5][c:6]([CH2:9][C:10](=[O:11])[O:12][CH3:13])[cH:7][cH:8]1.[CH3:16][CH2:17][OH:18].[Na+:15].[OH-:14].[OH2:19]>>[C:1](#[N:2])[c:3]1[cH:4][cH:5][c:6]([CH2:9][C:10](=[O:11])[OH:12])[cH:7][cH:8]1. Starting materials: 15g, Cl/C(/C(=O)OC)=C(/C(=O)OC)\Cl (dimethyl 2,3-dichloromaleate), FC1=CC=C(N)C=C1 (4-fluoroaniline). The solvent is O (water). The product is FC1=CC=C(C=C1)N1C(C(=C(C1=O)Cl)Cl)=O (N-(4-fluorophenyl)-2,3-dichloromaleimide). Isolated yield 97.3%. As a reaction SMILES: [Cl:1]/[C:2](=[C:7](\[Cl:12])/[C:8](OC)=[O:9])/[C:3](OC)=[O:4].[F:13][C:14]1[CH:20]=[CH:19][C:17]([NH2:18])=[CH:16][CH:15]=1>O>[F:13][C:14]1[CH:20]=[CH:19][C:17]([N:18]2[C:3](=[O:4])[C:2]([Cl:1])=[C:7]([Cl:12])[C:8]2=[O:9])=[CH:16][CH:15]=1. Reported procedure: 15g (0.07 mol) of dimethyl 2,3-dichloromaleate was added to 100 ml of water. To the resulting solution 6.7g (0.06 mol) of 4-fluoroaniline was added dropwise over a period of 5 min. at reflux temperatures under agitation. The mixture was then allowed to react for 2 hours at reflux temperatures. Upon cooling the reaction mixture, precipitated crystal was separated by filtration to obtain 15.2g of N-(4-fluorophenyl)-2,3-dichloromaleimide melting at 240°-242° C (not corrected) at a yield of 97.3%. A...